This data is from the Open Reaction Database (ORD), a public repository of structured organic reaction records. The task is: describe an organic reaction: reactants, conditions, products, and yield Starting materials: [OH-].[Na+] (sodium hydroxide), [OH-].[Na+] (sodium hydroxide), S(=O)(=O)(OCC(CCCC)CC)[O-] (2-ethylhexyl sulphate). Yields the product S(=O)(=O)(OCC(CCCC)CC)O (2-ethylhexyl hydrogen sulphate). As a reaction SMILES: [OH-].[Na+].[S:3]([O-:15])([O:6][CH2:7][CH:8]([CH2:13][CH3:14])[CH2:9][CH2:10][CH2:11][CH3:12])(=[O:5])=[O:4]>>[S:3]([OH:15])([O:6][CH2:7][CH:8]([CH2:13][CH3:14])[CH2:9][CH2:10][CH2:11][CH3:12])(=[O:4])=[O:5] |f:0.1|. Procedure details: This mixture is neutralized with aqueous 8% sodium hydroxide solution, with a molar ratio of sodium hydroxide to all of the acidic species of 1.05. After separation of the two phases obtained, verification is made that the organic phase is free of AA and of 2-ethylhexyl sulphate. Starting materials: COC(CC(C[N+](=O)[O-])C=1SC(=CC1)C1=NC(=NC=C1)SC)=O (3-[5-(2-Methylsulfanyl-pyrimidin-4-yl)-thiophen-2-yl]-4-nitro-butyric acid methyl ester). Run in C(C)O (ethanol), [Ni] (Raney-nickel). The product is CSC1=NC=CC(=N1)C1=CC=C(S1)C1CC(NC1)=O (4-[5-(2-Methylsulfanyl-pyrimidin-4-yl)-thiophen-2-yl]-pyrrolidin-2-one). As a reaction SMILES: C[O:2][C:3](=O)[CH2:4][CH:5]([C:10]1[S:11][C:12]([C:15]2[CH:20]=[CH:19][N:18]=[C:17]([S:21][CH3:22])[N:16]=2)=[CH:13][CH:14]=1)[CH2:6][N+:7]([O-])=O>C(O)C.[Ni]>[CH3:22][S:21][C:17]1[N:16]=[C:15]([C:12]2[S:11][C:10]([CH:5]3[CH2:6][NH:7][C:3](=[O:2])[CH2:4]3)=[CH:14][CH:13]=2)[CH:20]=[CH:19][N:18]=1. Procedure details: The nitro derivative from Step B (100 mg, 0.283 mmol) was dissolved in 10 ml of ethanol and hydrogenated with Raney-nickel for 18 hours. The catalyst was then filtered off and the solution was heated to reflux for 3 hours. After evaporation, the crude product was purified by preparative HPLC. Yield: 19 mg (23%).